describe an organic reaction: reactants, conditions, products, and yield From a dataset of the Open Reaction Database (ORD), a public repository of structured organic reaction records. Starting materials: CCS, CC(C)=O, Clc1nc(Cl)c2ncccc2n1, [Na+], [OH-], O. Product: CCSc1nc(Cl)nc2cccnc12. Reaction SMILES: [CH2:15]([CH3:16])[SH:17].[CH3:18][C:19](=[O:20])[CH3:21].[Cl:1][c:2]1[n:3][c:4]([Cl:12])[c:5]2[c:6]([n:7]1)[cH:8][cH:9][cH:10][n:11]2.[Na+:14].[OH-:13].[OH2:22]>>[Cl:1][c:2]1[n:3][c:4]([S:17][CH2:15][CH3:16])[c:5]2[c:6]([n:7]1)[cH:8][cH:9][cH:10][n:11]2. The reactants are O1C2=C(CC1)C=CC=C2C(=O)O (2,3-Dihydrobenzo[b]furan-7-oic acid), C(C(=O)Cl)(=O)Cl (oxalyl chloride). The reagents and catalysts are CN(C=O)C (dimethylformamide). Solvent: ClCCl (dichloromethane). Conditions: time 2.5 hour. Product: O1C2=C(CC1)C=CC=C2C(=O)Cl (2,3-dihydrobenzo[b]furan-7-oyl chloride). Isolated yield 98.9%. Reaction SMILES: [O:1]1[CH2:5][CH2:4][C:3]2[CH:6]=[CH:7][CH:8]=[C:9]([C:10]([OH:12])=O)[C:2]1=2.C(Cl)(=O)C([Cl:16])=O>ClCCl.CN(C)C=O>[O:1]1[CH2:5][CH2:4][C:3]2[CH:6]=[CH:7][CH:8]=[C:9]([C:10]([Cl:16])=[O:12])[C:2]1=2. Procedure: 2,3-Dihydrobenzo[b]furan-7-oic acid (3 g) (see Preparation 32) was suspended in anhydrous dichloromethane (30 ml) and oxalyl chloride (3.5 g) added, followed by addition of dimethylformamide (3 drops). The mixture was stirred at room temperature for 2.5 hours, the solvent then removed under reduced pressure, the resulting residue dissolved in dichloromethane and the solvent removed under reduced pressure. The residue was again dissolved in dichloromethane and the solvent removed under reduced pr...